The task is: describe an organic reaction: reactants, conditions, products, and yield. This data is from the Open Reaction Database (ORD), a public repository of structured organic reaction records. The reactants are O[C@]1(C(C)=O)CC[C@H]2C3=CCC4=CC(CC[C@]4(C)[C@H]3CC[C@]12C)=O (17α-Hydroxypregna4,7-diene-3,20-dione). Reagents/catalysts: [Pd] (palladium on carbon). Solvent: COC1=CC=NC=C1 (4-methoxypyridine). Yields the product O[C@]1(C(C)=O)CC[C@H]2C3=CC[C@@H]4CC(CC[C@]4(C)[C@H]3CC[C@]12C)=O (17α-Hydroxy-5β-pregn-7-ene-3,20-dione). Isolated yield 99.4%. RXN SMILES: [OH:1][C@:2]1([C@:22]2([CH3:23])[C@H:8]([C:9]3[C@H:19]([CH2:20][CH2:21]2)[C@:17]2([CH3:18])[C:12](=[CH:13][C:14](=[O:24])[CH2:15][CH2:16]2)[CH2:11][CH:10]=3)[CH2:7][CH2:6]1)[C:3](=[O:5])[CH3:4]>COC1C=CN=CC=1.[Pd]>[OH:1][C@:2]1([C@:22]2([CH3:23])[C@H:8]([C:9]3[C@H:19]([CH2:20][CH2:21]2)[C@:17]2([CH3:18])[C@@H:12]([CH2:13][C:14](=[O:24])[CH2:15][CH2:16]2)[CH2:11][CH:10]=3)[CH2:7][CH2:6]1)[C:3](=[O:5])[CH3:4]. Procedure details: To a solution of 4 (20 mg) in 4-methoxypyridine (1.5 ml) was added palladium on carbon (20 mg, 10% palladium by weight). The resulting mixture was stirred at room temperature under a hydrogen-filled balloon for 16 h. The catalyst was filtered through a cotton-plugged pipette containing Celite. Removal of solvent by bulb-to-bulb distillation gave crude 5 (20 mg) as a nearly colorless solid. Reactants: FC=1C=C(C=O)C=C(C1O)O (3-fluoro-4,5-dihydroxybenzaldehyde), C([O-])([O-])=O.[K+].[K+] (potassium carbonate), BrCCBr (1,2-dibromoethane), resultant mixture. The solvent is CN(C)C=O (DMF). Product: FC1=CC(=CC2=C1OCCO2)C=O (8-fluoro-2,3-dihydro-1,4-benzodioxin-6-carboxaldehyde). Yield: 95.4%. Reaction SMILES: [F:1][C:2]1[CH:3]=[C:4]([CH:7]=[C:8]([OH:11])[C:9]=1[OH:10])[CH:5]=[O:6].C(=O)([O-])[O-].[K+].[K+].Br[CH2:19][CH2:20]Br>CN(C=O)C>[F:1][C:2]1[C:9]2[O:10][CH2:19][CH2:20][O:11][C:8]=2[CH:7]=[C:4]([CH:5]=[O:6])[CH:3]=1 |f:1.2.3|. Reported procedure: To a solution of 3-fluoro-4,5-dihydroxybenzaldehyde (0.66 g, 4.2 mmol) in DMF (30 ml) was added potassium carbonate (1.15 g, 8.3 mmol) and 1,2-dibromoethane (0.72 ml, 8.3 mmol) and the resultant mixture was heated to 80° C. for 18 h before the solvent was removed under reduced pressure. The reaction mixture was then treated with dichloromethane and water. The aqueous phase was extracted twice with dichloromethane and the combined organic phases were dried and the solvent was removed under reduce...